Dataset: the Open Reaction Database (ORD), a public repository of structured organic reaction records. Task: describe an organic reaction: reactants, conditions, products, and yield As a reaction SMILES: [O:1]1[CH2:6][CH2:5][N:4]([CH2:7][CH:8]([NH2:16])[CH2:9][N:10]2[CH2:15][CH2:14][O:13][CH2:12][CH2:11]2)[CH2:3][CH2:2]1.CN([Si](C)(C)C)C(=O)C(F)(F)F.[CH3:29][N:30]1[CH:34]=[C:33]([S:35](Cl)(=[O:37])=[O:36])[N:32]=[CH:31]1>ClCCl>[O:13]1[CH2:12][CH2:11][N:10]([CH2:9][CH:8]([NH:16][S:35]([C:33]2[N:32]=[CH:31][N:30]([CH3:29])[CH:34]=2)(=[O:37])=[O:36])[CH2:7][N:4]2[CH2:5][CH2:6][O:1][CH2:2][CH2:3]2)[CH2:15][CH2:14]1. Reactants: O1CCN(CC1)CC(CN1CCOCC1)N (1,3-dimorpholino-2-propylamine), CN(C(C(F)(F)F)=O)[Si](C)(C)C (MSTFA), CN1C=NC(=C1)S(=O)(=O)Cl (1-methyl-4-imidazolesulfonyl chloride). Product: O1CCN(CC1)CC(CN1CCOCC1)NS(=O)(=O)C=1N=CN(C1)C (N-(1,3-Dimorpholino-2-propyl)-1-methyl-4-imidazolesulfonamide). Procedure details: 4 g (17.5 mmol) of 1,3-dimorpholino-2-propylamine and 3.5 g (17.5 mmol) of MSTFA [N-methyl-N-(trimethylsilyl)trifluoroacetamide] are combined under argon and stirred at room temperature for 17 hours. The clear solution is then concentrated in vacuo at 40° C./0.1 torr. A solution of 3.16 g (17.5 mmol) of 1-methyl-4-imidazolesulfonyl chloride in 20 ml of absolute dichloromethane is added at 20° C. with stirring to the oil obtained. After further stirring for 6 hours at 20° C., the solvent is disti... Run in ClCCl (dichloromethane). Reaction conditions: time 17 hour. Starting materials: CC(C)(C)n1nc(C2CCc3ccccc3C2)c2c(N)ncnc21, O=CO, Cl. Yields the product Nc1ncnc2[nH]nc(C3CCc4ccccc4C3)c12. Reaction SMILES: [C:1]([CH3:2])([CH3:3])([CH3:4])[n:5]1[n:6][c:7]([CH:15]2[CH2:16][c:17]3[cH:18][cH:19][cH:20][cH:21][c:22]3[CH2:23][CH2:24]2)[c:8]2[c:9]1[n:10][cH:11][n:12][c:13]2[NH2:14].[CH:25]([OH:26])=[O:27].[ClH:28]>>[nH:5]1[n:6][c:7]([CH:15]2[CH2:16][c:17]3[cH:18][cH:19][cH:20][cH:21][c:22]3[CH2:23][CH2:24]2)[c:8]2[c:9]1[n:10][cH:11][n:12][c:13]2[NH2:14]. Starting materials: CCOC(C)=O, C=C(CO)c1ccc2cc(OC)ccc2c1, [Pd]. The product is COc1ccc2cc(C(C)CO)ccc2c1. As a reaction SMILES: [CH3:17][CH2:18][O:19][C:20](=[O:21])[CH3:22].[CH3:1][O:2][c:3]1[cH:4][c:5]2[cH:6][cH:7][c:8]([C:13]([CH2:14][OH:15])=[CH2:16])[cH:9][c:10]2[cH:11][cH:12]1.[Pd:23]>>[CH3:1][O:2][c:3]1[cH:4][c:5]2[cH:6][cH:7][c:8]([CH:13]([CH2:14][OH:15])[CH3:16])[cH:9][c:10]2[cH:11][cH:12]1. Reactants: OC=1C2=C(N=CN1)C(=CC=N2)C(=O)N (4-hydroxypyrido[3,2-d]pyrimidine-8-carboxamide), Cl.ClC1=C(C=C(C=C1)[C@@H](CN1CC(C1)F)N)C(F)(F)F ((S)-1-(4-chloro-3-trifluoromethyl-phenyl)-2-(3-fluoro-azetidin-1-yl)-ethylamine hydrochloride). Product: ClC1=C(C=C(C=C1)[C@@H](CN1CC(C1)F)NC=1C2=C(N=CN1)C(=CC=N2)C(=O)N)C(F)(F)F (4-[(S)-1-(4-Chloro-3-trifluoromethyl-phenyl)-2-(3-fluoro-azetidin-1-yl)-ethylamino]-pyrido[3,2-d]pyrimidine-8-carboxylic acid amide). RXN SMILES: O[C:2]1[C:3]2[N:11]=[CH:10][CH:9]=[C:8]([C:12]([NH2:14])=[O:13])[C:4]=2[N:5]=[CH:6][N:7]=1.Cl.[Cl:16][C:17]1[CH:22]=[CH:21][C:20]([C@H:23]([NH2:30])[CH2:24][N:25]2[CH2:28][CH:27]([F:29])[CH2:26]2)=[CH:19][C:18]=1[C:31]([F:34])([F:33])[F:32]>>[Cl:16][C:17]1[CH:22]=[CH:21][C:20]([C@H:23]([NH:30][C:2]2[C:3]3[N:11]=[CH:10][CH:9]=[C:8]([C:12]([NH2:14])=[O:13])[C:4]=3[N:5]=[CH:6][N:7]=2)[CH2:24][N:25]2[CH2:26][CH:27]([F:29])[CH2:28]2)=[CH:19][C:18]=1[C:31]([F:34])([F:32])[F:33] |f:1.2|. Procedure details: Compound 69 was prepared following general synthesis scheme 7 wherein 4-hydroxypyrido[3,2-d]pyrimidine-8-carboxamide (G) was reacted with (S)-1-(4-chloro-3-trifluoromethyl-phenyl)-2-(3-fluoro-azetidin-1-yl)-ethylamine hydrochloride to give the title compound. LC/MS [469 (M+H)]1H NMR (400 MHz, DMSO-d6) δ 9.92 (s, 1H), 9.26 (d, 1H), 9.01 (d, 1H), 8.57 (s, 1H), 8.39 (d, 1H), 8.17 (s, 1H), 8.08 (s, 1H), 7.82 (m, 1H), 7.68 (m, 1H), 5.45 (m, 1H), 5.12 (m, 1H), 3.59 (m, 2H), 3.21 (m, 2H), 2.95 (m, 5.6 ... Reactants: C1(=CC=CC=C1)P(C1=CC=CC=C1)C1=CC=CC=C1 (Triphenylphosphine), N(=[N+]=[N-])CC1=CC=C(C#N)C=C1 (4-(azidomethyl)-benzonitrile), O (Water). Solvent: CCOCC (ether), C1CCOC1 (THF). Reaction conditions: time 1 hour. Product: NCC1=CC=C(C#N)C=C1 (4-(Aminomethyl)benzonitrile). Yield: 49.7%. Reaction SMILES: C1(P(C2C=CC=CC=2)C2C=CC=CC=2)C=CC=CC=1.[N:20]([CH2:23][C:24]1[CH:31]=[CH:30][C:27]([C:28]#[N:29])=[CH:26][CH:25]=1)=[N+]=[N-].O>C1COCC1.CCOCC>[NH2:29][CH2:28][C:27]1[CH:30]=[CH:31][C:24]([C:23]#[N:20])=[CH:25][CH:26]=1. Reported procedure: Triphenylphosphine (7.67 g) is added to a solution of 4-(azidomethyl)-benzonitrile (4.19 g) in THF (30 mL) and stirred for 1 hr. Water (10 mL) is added, and the solution is stiffed for 16 hrs. The reaction mixture is diluted with ether (50 mL) and extracted with HCl (3 N, 3×25 mL) and water (1×25 mL). The aqueous phases are combined and washed with ether (50 mL). Sodium hydroxide is added until the pH=12. After extracting with ether (2×50 mL), the solution is dried with MgSO4 and filtered. The s...